This data is from the Open Reaction Database (ORD), a public repository of structured organic reaction records. The task is: describe an organic reaction: reactants, conditions, products, and yield The reactants are O (water), CS(=O)C (DMSO), O (water), CCN(CC)CCNC(=O)C=1C(=C(NC1C)/C=C\2/C=3C=C(C=CC3NC2=O)F)C.C([C@@H](C(=O)O)O)C(=O)O (Sunitinib malate). Solvent: CC(C)CC(=O)C (MIBK). Conditions: temperature 55 celsius, time 25 minute. Yields the product CCN(CC)CCNC(=O)C=1C(=C(NC1C)/C=C\2/C=3C=C(C=CC3NC2=O)F)C (sunitinib). Isolated yield 74.0%. As a reaction SMILES: CS(C)=O.O.[CH3:6][CH2:7][N:8]([CH2:11][CH2:12][NH:13][C:14]([C:16]1[C:17]([CH3:34])=[C:18](/[CH:22]=[C:23]2/[C:24]3[CH:25]=[C:26]([F:33])[CH:27]=[CH:28][C:29]=3[NH:30][C:31]/2=[O:32])[NH:19][C:20]=1[CH3:21])=[O:15])[CH2:9][CH3:10].C(C(O)=O)[C@H](O)C(O)=O>CC(CC(C)=O)C>[CH3:6][CH2:7][N:8]([CH2:11][CH2:12][NH:13][C:14]([C:16]1[C:17]([CH3:34])=[C:18](/[CH:22]=[C:23]2/[C:24]3[CH:25]=[C:26]([F:33])[CH:27]=[CH:28][C:29]=3[NH:30][C:31]/2=[O:32])[NH:19][C:20]=1[CH3:21])=[O:15])[CH2:9][CH3:10] |f:2.3|. Reported procedure: A mixture of DMSO (22.5 mL, 4.50 P, water content by Karl Fischer analysis 303 ppm) and water (0.1 mL, 0.02 P, 0.6 eq.) was pre-heated to 55° C. and Sunitinib malate (5.0 g, 99.48% purity by HPLC analysis, 1.0 eq.) was charged into the solvent and stirred for 25 min at 55° C. Then a mixture of MIBK (60 mL, 12 P, water content by Karl Fischer analysis 76 ppm) and water (0.1 mL, 0.02 P, 0.6 eq.) was charge at 55° C. The mixture was cooled to 20° C. and further stirred for about 30 h. The mixture w... Yields the product BrC1=CC(=C(OCC(=O)OCC)C=C1)C(=O)C=1C=NN(C1)C1=CC=CC=C1 (Ethyl 4-bromo-2-(1-phenyl-1H-pyrazole-4-carbonyl)phenoxyacetate). As a reaction SMILES: [Br:1][C:2]1[CH:3]=[CH:4][C:5]([OH:21])=[C:6]([C:8]([C:10]2[CH:11]=[N:12][N:13]([C:15]3[CH:20]=[CH:19][CH:18]=[CH:17][CH:16]=3)[CH:14]=2)=[O:9])[CH:7]=1.Br[CH2:23][C:24]([O:26][CH2:27][CH3:28])=[O:25]>>[Br:1][C:2]1[CH:3]=[CH:4][C:5]([O:21][CH2:23][C:24]([O:26][CH2:27][CH3:28])=[O:25])=[C:6]([C:8]([C:10]2[CH:11]=[N:12][N:13]([C:15]3[CH:20]=[CH:19][CH:18]=[CH:17][CH:16]=3)[CH:14]=2)=[O:9])[CH:7]=1. The yield is 100.0%. Reported procedure: Prepared from (5-bromo-2-hydroxy-phenyl)-(1-phenyl-1H-pyrazol-4-yl)ketone and ethyl bromoacetate according to GP2 to give 215 mg (100%) white crystals. The product was used without further purification: LC/MS (an 10p8): Rt 6.15 min, m/z 429 [M+H]+; 1H NMR (CDCl3): δ 1.26 (t, J=7.1 Hz, 3H), 4.24 (q, J=7.1 Hz, 2H), 4.64 (s, 2H), 6.72 (d, J=8.9 Hz, 1H), 7.34 (m, 1H), 7.46 (m, 2H), 7.53 (dd, J=8.9, 2.5 Hz, 1H), 7.59 (d, J=2.5 Hz, 1H), 7.73-7.78 (m, 2H), 8.17 (s, 1H), 8.58 (s, 1H); 13C NMR (CDCl3): δ... Starting materials: BrC=1C=CC(=C(C1)C(=O)C=1C=NN(C1)C1=CC=CC=C1)O ((5-bromo-2-hydroxy-phenyl)-(1-phenyl-1H-pyrazol-4-yl)ketone), BrCC(=O)OCC (ethyl bromoacetate). The reactants are C(C)OC(C=CC=1C(=NC(=CC1)C(F)(F)F)C#C[Si](C)(C)C)=O (3-(6-trifluoromethyl-2-trimethylsilanylethynyl-pyridin-3-yl)-acrylic acid ethyl ester), [OH-].[Na+] (NaOH). Run in O (H2O), C1CCOC1 (THF), CO (CH3OH). Reaction conditions: time 50 minute. Product: C(#C)C1=NC(=CC=C1C=CC(=O)O)C(F)(F)F (3-(2-ethynyl-6-trifluoromethyl-pyridin-3-yl)-acrylic acid). Isolated yield 117.8%. RXN SMILES: C([O:3][C:4](=[O:23])[CH:5]=[CH:6][C:7]1[C:8]([C:17]#[C:18][Si](C)(C)C)=[N:9][C:10]([C:13]([F:16])([F:15])[F:14])=[CH:11][CH:12]=1)C.[OH-].[Na+]>C1COCC1.CO.O>[C:17]([C:8]1[C:7]([CH:6]=[CH:5][C:4]([OH:23])=[O:3])=[CH:12][CH:11]=[C:10]([C:13]([F:16])([F:14])[F:15])[N:9]=1)#[CH:18] |f:1.2|. Procedure: To a suspension of 3-(6-trifluoromethyl-2-trimethylsilanylethynyl-pyridin-3-yl)-acrylic acid ethyl ester (68 mg, 0.169 mmol) in THF (1 ml) and CH3OH (0.5 ml) was added a solution of 1N-NaOH (0.5 ml) and the mixture was stirred for 50 min at room temperature. The resulting residue was dissolved in H2O and then washed three times with EtOAc, acidified with 1N HCl to pH 1˜2. The solution was extracted three times with methylene chloride and then dried over anhyd. Na2SO4 and concentrated in vacuo to...